This data is from the Open Reaction Database (ORD), a public repository of structured organic reaction records. The task is: describe an organic reaction: reactants, conditions, products, and yield The reactants are C1(CCCCCCC1)C=O (cyclooctanecarbaldehyde), OOS(=O)[O-].[K+] (Oxone), CO (methanol). Run at time 18 hour. The product is C1(CCCCCCC1)C(=O)OC (methyl cyclooctanecarboxylate). As a reaction SMILES: [CH:1]1([CH:9]=[O:10])[CH2:8][CH2:7][CH2:6][CH2:5][CH2:4][CH2:3][CH2:2]1.OOS([O-])=O.[K+].[CH3:17][OH:18]>>[CH:1]1([C:9]([O:18][CH3:17])=[O:10])[CH2:8][CH2:7][CH2:6][CH2:5][CH2:4][CH2:3][CH2:2]1 |f:1.2|. Procedure: To a solution of cyclooctanecarbaldehyde (5.0 g) in methanol (300 mL) was added Oxone (22 g). The mixture was stirred at room temperature for 18 hours. The reaction mixture was concentrated under vacuum and the residue was diluted with ethyl acetate (300 mL) and washed with 1N aqueous HCl, water, and brine, dried over Na2SO4, filtered, and concentrated under reduced pressure to give the crude product. The reactants are c1ccc(COC2COC(c3ccccc3)OC2)cc1, CCO, Cc1ccccc1, O, O=S(=O)(O)O. Yields the product OCC(CO)OCc1ccccc1. RXN SMILES: [CH2:1]([c:2]1[cH:3][cH:4][cH:5][cH:6][cH:7]1)[O:8][CH:9]1[CH2:10][O:11][CH:12]([c:15]2[cH:16][cH:17][cH:18][cH:19][cH:20]2)[O:13][CH2:14]1.[CH3:21][CH2:22][OH:23].[CH3:30][c:31]1[cH:32][cH:33][cH:34][cH:35][cH:36]1.[OH2:24].[S:25](=[O:26])(=[O:27])([OH:28])[OH:29]>>[CH2:1]([c:2]1[cH:3][cH:4][cH:5][cH:6][cH:7]1)[O:8][CH:9]([CH2:10][OH:11])[CH2:14][OH:13]. Starting materials: NCC1=C(N)C=CC=C1 (2-(aminomethyl)aniline), C(=O)OC1=CC=C(C=C1)[N+](=O)[O-] (4-nitrophenyl formate). Run in C(Cl)Cl (methylene chloride). The product is amine, C(=O)NCC1=C(N)C=CC=C1 (2-(formylaminomethyl)aniline). RXN SMILES: [NH2:1][CH2:2][C:3]1[CH:9]=[CH:8][CH:7]=[CH:6][C:4]=1[NH2:5].[CH:10](OC1C=CC([N+]([O-])=O)=CC=1)=[O:11]>C(Cl)Cl>[CH:10]([NH:1][CH2:2][C:3]1[CH:9]=[CH:8][CH:7]=[CH:6][C:4]=1[NH2:5])=[O:11]. Procedure: The amine component employed is prepared by reaction of 2.6 g of 2.6 g of 2-(aminomethyl)aniline, dissolved in 50 ml of methylene chloride, with 3.91 g of 4-nitrophenyl formate at room temperature for 4 h. Purification over 250 g of silica gel (mobile phase N) gives 2-(formylaminomethyl)aniline: Rf (N)=0.22. The reactants are C(C)(C)(C)OC(=O)N1CCC(CC1)CN(CCC)C1CC2=CC(=CC=C2CC1)OS(=O)(=O)C=1C(=NOC1C)C (4-({[7-(3,5-dimethyl-isoxazole-4-sulfonyloxy)-1,2,3,4-tetrahydro-naphthalen-2-yl]-propyl-amino}-methyl)-piperidine-1-carboxylic acid tert-butyl ester), FC(C(=O)O)(F)F (trifluoroacetic acid). The solvent is C(Cl)Cl (methylene chloride). Reaction conditions: time 30 minute. Product: N1CCC(CC1)CN(C1CCC=2C=CC(=CC2C1)OS(=O)(=O)C=1C(=NOC1C)C)CCC (3,5-dimethyl-isoxazole-4-sulfonic acid 7-(piperidin-4-ylmethyl-propyl-amino)-5,6,7,8-tetrahydro-naphthalen-2-yl ester). Yield: 87.4%. As a reaction SMILES: C(OC([N:8]1[CH2:13][CH2:12][CH:11]([CH2:14][N:15]([CH:19]2[CH2:28][CH2:27][C:26]3[C:21](=[CH:22][C:23]([O:29][S:30]([C:33]4[C:34]([CH3:39])=[N:35][O:36][C:37]=4[CH3:38])(=[O:32])=[O:31])=[CH:24][CH:25]=3)[CH2:20]2)[CH2:16][CH2:17][CH3:18])[CH2:10][CH2:9]1)=O)(C)(C)C.FC(F)(F)C(O)=O>C(Cl)Cl>[NH:8]1[CH2:13][CH2:12][CH:11]([CH2:14][N:15]([CH2:16][CH2:17][CH3:18])[CH:19]2[CH2:20][C:21]3[CH:22]=[C:23]([O:29][S:30]([C:33]4[C:34]([CH3:39])=[N:35][O:36][C:37]=4[CH3:38])(=[O:32])=[O:31])[CH:24]=[CH:25][C:26]=3[CH2:27][CH2:28]2)[CH2:10][CH2:9]1. Reported procedure: To a solution of 4-({[7-(3,5-dimethyl-isoxazole-4-sulfonyloxy)-1,2,3,4-tetrahydro-naphthalen-2-yl]-propyl-amino}-methyl)-piperidine-1-carboxylic acid tert-butyl ester (1.16 g, 2.1 mmol) in methylene chloride (30 mL) under a nitrogen atmosphere was added trifluoroacetic acid (10 mL). The reaction was stirred at room temperature for 30 min. and concentrated in vacuo. The residue was partitioned between EtOAc (50 mL) and 10% aq. KOH (50 mL). The organic layer was separated, dried over MgSO4, filter...